This data is from the Open Reaction Database (ORD), a public repository of structured organic reaction records. The task is: describe an organic reaction: reactants, conditions, products, and yield Reactants: N1C=CC2=CC(=CC=C12)C(=O)O (indole-5-carboxylic acid), N1C=CC2=CC(=CC=C12)C(=O)O (indole-5-carboxylic acid), C[Li] (methyl lithium). The solvent is O1CCCC1 (tetrahydrofuran). Run at time 40 hour. Yields the product N1C=CC2=CC(=CC=C12)C(C)=O (1-(1H-indol-5-yl)-ethanone). The yield is 50.6%. RXN SMILES: [NH:1]1[C:9]2[C:4](=[CH:5][C:6]([C:10]([OH:12])=O)=[CH:7][CH:8]=2)[CH:3]=[CH:2]1.[CH3:13][Li]>O1CCCC1>[NH:1]1[C:9]2[C:4](=[CH:5][C:6]([C:10](=[O:12])[CH3:13])=[CH:7][CH:8]=2)[CH:3]=[CH:2]1. Procedure details: To a solution of indole-5-carboxylic acid [10 g, 62.05 mmol, Intermediate (16)] in anhydrous tetrahydrofuran (1000 mL) is added methyl lithium (1.6M in diethyl ether, 150 mL) drop wise over 60 minutes periods. The resulting precipitate is stirred at ambient temp for 40 hours. The reaction is cooled to 0° C. and quenched by the cautious addition of water (5 mL) until boiling stopped. The solvent is removed in vacuo and the slurry mixture is partitioned between dichloromethane (500 mL) and water (... The reactants are B, CC(C)(C)C(=O)C(=CC1CCCCC1)n1cncn1, ClCCCl, Cl, CC(C)C(N)C(O)(c1ccccc1)c1ccccc1, C1CCOC1. The product is CC(C)(C)C(O)C(=CC1CCCCC1)n1cncn1. RXN SMILES: [BH3:25].[CH:26]1([CH:32]=[C:33]([C:34]([C:35]([CH3:36])([CH3:37])[CH3:38])=[O:39])[n:40]2[n:41][cH:42][n:43][cH:44]2)[CH2:27][CH2:28][CH2:29][CH2:30][CH2:31]1.[Cl:46][CH2:47][CH2:48][Cl:49].[ClH:45].[NH2:1][CH:2]([CH:3]([CH3:4])[CH3:5])[C:6]([c:7]1[cH:8][cH:9][cH:10][cH:11][cH:12]1)([c:13]1[cH:14][cH:15][cH:16][cH:17][cH:18]1)[OH:19].[O:20]1[CH2:21][CH2:22][CH2:23][CH2:24]1>>[CH:26]1([CH:32]=[C:33]([CH:34]([C:35]([CH3:36])([CH3:37])[CH3:38])[OH:39])[n:40]2[n:41][cH:42][n:43][cH:44]2)[CH2:27][CH2:28][CH2:29][CH2:30][CH2:31]1. Reactants: C([O-])(O)=O.[Na+] (sodium bicarbonate), BrC1=C(C=C(C=C1)[N+](=O)[O-])C(F)(F)F (2-bromo-5-nitrobenzotrifluoride), O1CCOCC1 (dioxane), CC1(OB(OC1(C)C)C1=CCN(CC1)C(=O)OC(C)(C)C)C (tert-butyl 4-(4,4,5,5-tetramethyl-1,3,2-dioxaborolan-2-yl)-5,6-dihydropyridine-1(2H)-carboxylate). The reagents and catalysts are C=1C=CC(=CC1)[P](C=2C=CC=CC2)(C=3C=CC=CC3)[Pd]([P](C=4C=CC=CC4)(C=5C=CC=CC5)C=6C=CC=CC6)([P](C=7C=CC=CC7)(C=8C=CC=CC8)C=9C=CC=CC9)[P](C=1C=CC=CC1)(C=1C=CC=CC1)C=1C=CC=CC1 (tetrakis(triphenylphosphine)palladium). The solvent is CCOC(=O)C (EtOAc). Run at temperature 120 celsius, time 8 hour. The product is [N+](=O)([O-])C1=CC(=C(C=C1)C1=CCN(CC1)C(=O)OC(C)(C)C)C(F)(F)F (tert-butyl 4-(4-nitro-2-(trifluoromethyl)phenyl)-5,6-dihydropyridine-1(2H)-carboxylate). Isolated yield 83.8%. Reaction SMILES: Br[C:2]1[CH:7]=[CH:6][C:5]([N+:8]([O-:10])=[O:9])=[CH:4][C:3]=1[C:11]([F:14])([F:13])[F:12].O1CCOCC1.CC1(C)C(C)(C)OB([C:29]2[CH2:34][CH2:33][N:32]([C:35]([O:37][C:38]([CH3:41])([CH3:40])[CH3:39])=[O:36])[CH2:31][CH:30]=2)O1.C(=O)(O)[O-].[Na+]>C1C=CC([P]([Pd]([P](C2C=CC=CC=2)(C2C=CC=CC=2)C2C=CC=CC=2)([P](C2C=CC=CC=2)(C2C=CC=CC=2)C2C=CC=CC=2)[P](C2C=CC=CC=2)(C2C=CC=CC=2)C2C=CC=CC=2)(C2C=CC=CC=2)C2C=CC=CC=2)=CC=1.CCOC(C)=O>[N+:8]([C:5]1[CH:6]=[CH:7][C:2]([C:29]2[CH2:34][CH2:33][N:32]([C:35]([O:37][C:38]([CH3:41])([CH3:40])[CH3:39])=[O:36])[CH2:31][CH:30]=2)=[C:3]([C:11]([F:14])([F:13])[F:12])[CH:4]=1)([O-:10])=[O:9] |f:3.4,^1:51,53,72,91|. Procedure: Add 2-bromo-5-nitrobenzotrifluoride (250 mg, 0.926 mmol) to dioxane (3 mL), then add tert-butyl 4-(4,4,5,5-tetramethyl-1,3,2-dioxaborolan-2-yl)-5,6-dihydropyridine-1(2H)-carboxylate (207 mg, 0.926 mmol), tetrakis(triphenylphosphine)palladium [Pd(PPh3)4, 35 mg, 0.03 mmol] and saturated sodium bicarbonate solution (1 mL) under nitrogen atmosphere. Stir the reaction mixture overnight at 120° C. TLC (PE:EtOAc=5:1) shows the reaction is complete. Partition the mixture between EtOAc and water, dry the... The reactants are CC1=C(SC=C1)C=1C(NC(N(C1)CCCN1C[C@]2(C[C@H]2C1)C1=CC=C(C=C1)C(F)(F)F)=O)=O (5-(3-methyl-2-thienyl)-1-(3-{(1S,5R)-1-[4-(trifluoromethyl)phenyl]-3-azabicyclo[3.1.0]hex-3-yl}propyl)-2,4(1H,3H)-pyrimidinedione), Cl (HCl). The solvent is O1CCOCC1 (dioxane). Product: Cl.CC1=C(SC=C1)C=1C(NC(N(C1)CCCN1C[C@]2(C[C@H]2C1)C1=CC=C(C=C1)C(F)(F)F)=O)=O (5-(3-methyl-2-thienyl)-1-(3-{(1S,5R)-1-[4-(trifluoromethyl)phenyl]-3-azabicyclo[3.1.0]hex-3-yl}propyl)-2,4(1H,3H)-pyrimidinedione hydrochloride). RXN SMILES: [CH3:1][C:2]1[CH:6]=[CH:5][S:4][C:3]=1[C:7]1[C:8](=[O:33])[NH:9][C:10](=[O:32])[N:11]([CH2:13][CH2:14][CH2:15][N:16]2[CH2:21][C@H:20]3[C@:18]([C:22]4[CH:27]=[CH:26][C:25]([C:28]([F:31])([F:30])[F:29])=[CH:24][CH:23]=4)([CH2:19]3)[CH2:17]2)[CH:12]=1.[ClH:34]>O1CCOCC1>[ClH:34].[CH3:1][C:2]1[CH:6]=[CH:5][S:4][C:3]=1[C:7]1[C:8](=[O:33])[NH:9][C:10](=[O:32])[N:11]([CH2:13][CH2:14][CH2:15][N:16]2[CH2:21][C@H:20]3[C@:18]([C:22]4[CH:23]=[CH:24][C:25]([C:28]([F:31])([F:30])[F:29])=[CH:26][CH:27]=4)([CH2:19]3)[CH2:17]2)[CH:12]=1 |f:3.4|. Procedure: 5-(3-methyl-2-thienyl)-1-(3-{(1S,5R)-1-[4-(trifluoromethyl)phenyl]-3-azabicyclo[3.1.0]hex-3-yl}propyl)-2,4(1H,3H)-pyrimidinedione was treated with a solution of 4N HCl in dioxane (200 μl) to give the title compound as a white solid.